This data is from the Open Reaction Database (ORD), a public repository of structured organic reaction records. The task is: describe an organic reaction: reactants, conditions, products, and yield Starting materials: ClC=1C=C(C=CC1)C=1C(=CNC(C1)=O)COC(C1=CC=C(C#N)C=C1)C1=CN=CN1C (4-(((4-(3-chlorophenyl)-6-oxo-1,6-dihydro-3-pyridinyl)methoxy)(1-methyl-1H-imidazol-5-yl)methyl)benzonitrile), [H-].[Na+] (NaH), oil, IC (iodomethane). The solvent is C(C)(=O)OCC (ethyl acetate), CN(C)C=O (DMF), CN(C)C=O (DMF). Reaction conditions: time 15 minute. The product is [NH4+].[OH-] (NH4OH), ClC=1C=C(C=CC1)C=1C(=CN(C(C1)=O)C)COC(C1=CC=C(C#N)C=C1)C1=CN=CN1C (4-(((4-(3-chlorophenyl)-1-methyl-6-oxo-1,6-dihydro-3-pyridinyl)methoxy)(1-methyl-1H-imidazol-5-yl)methyl)benzonitrile). RXN SMILES: [Cl:1][C:2]1[CH:3]=[C:4]([C:8]2[C:9]([CH2:15][O:16][CH:17]([C:26]3[N:30]([CH3:31])[CH:29]=[N:28][CH:27]=3)[C:18]3[CH:25]=[CH:24][C:21]([C:22]#[N:23])=[CH:20][CH:19]=3)=[CH:10][NH:11][C:12](=[O:14])[CH:13]=2)[CH:5]=[CH:6][CH:7]=1.[H-].[Na+].I[CH3:35]>CN(C=O)C.C(OCC)(=O)C>[NH4+:11].[OH-:14].[Cl:1][C:2]1[CH:3]=[C:4]([C:8]2[C:9]([CH2:15][O:16][CH:17]([C:26]3[N:30]([CH3:31])[CH:29]=[N:28][CH:27]=3)[C:18]3[CH:19]=[CH:20][C:21]([C:22]#[N:23])=[CH:24][CH:25]=3)=[CH:10][N:11]([CH3:35])[C:12](=[O:14])[CH:13]=2)[CH:5]=[CH:6][CH:7]=1 |f:1.2,6.7|. Procedure: A solution of Example 44 (0.041 g, 0.1 mmol) in DMF (1.0 mL) at 0° C. was treated with 60% NaH in mineral oil (4 mg, 0.1 mmol), stirred for 15 minutes, treated with a 0° C. solution of iodomethane (15.6 mg, 0.11 mmol) in DMF (0.5 mL), stirred for 30 minutes, diluted with ethyl acetate, washed with water and brine, dried (MgSO4), filtered, and concentrated. The concentrate was purified by flash column chromatography on silica gel with 10:1:0.1 EtOAc:MeOH:NH4OH to provide the desired product. MS (... Procedure: (2S)-[2-(4-Benzyloxy-benzyloxy)-5-bromo-benzoylamino]-3-biphenyl-4-yl-propionic acid methyl ester (302 mg, 50%) was prepared from (2S)-3-Biphenyl-4-yl-2-(5-bromo-2-hydroxy-benzoylamino)-propionic acid methyl ester (400 mg, 0.92 mmol) and 4-benzyloxybenzyl chloride (256 mg, 0.39) as described in general procedure H and purified over silica gel (8:2, DCM-hexanes). The yield is 50.5%. As a reaction SMILES: [CH3:1][O:2][C:3](=[O:29])[C@@H:4]([NH:18][C:19](=[O:28])[C:20]1[CH:25]=[C:24]([Br:26])[CH:23]=[CH:22][C:21]=1[OH:27])[CH2:5][C:6]1[CH:11]=[CH:10][C:9]([C:12]2[CH:17]=[CH:16][CH:15]=[CH:14][CH:13]=2)=[CH:8][CH:7]=1.[CH2:30]([O:37][C:38]1[CH:45]=[CH:44][C:41]([CH2:42]Cl)=[CH:40][CH:39]=1)[C:31]1[CH:36]=[CH:35][CH:34]=[CH:33][CH:32]=1>>[CH3:1][O:2][C:3](=[O:29])[C@@H:4]([NH:18][C:19](=[O:28])[C:20]1[CH:25]=[C:24]([Br:26])[CH:23]=[CH:22][C:21]=1[O:27][CH2:42][C:41]1[CH:44]=[CH:45][C:38]([O:37][CH2:30][C:31]2[CH:36]=[CH:35][CH:34]=[CH:33][CH:32]=2)=[CH:39][CH:40]=1)[CH2:5][C:6]1[CH:7]=[CH:8][C:9]([C:12]2[CH:17]=[CH:16][CH:15]=[CH:14][CH:13]=2)=[CH:10][CH:11]=1. The product is COC([C@H](CC1=CC=C(C=C1)C1=CC=CC=C1)NC(C1=C(C=CC(=C1)Br)OCC1=CC=C(C=C1)OCC1=CC=CC=C1)=O)=O ((2S)-[2-(4-Benzyloxy-benzyloxy)-5-bromo-benzoylamino]-3-biphenyl-4-yl-propionic acid methyl ester). Starting materials: COC([C@H](CC1=CC=C(C=C1)C1=CC=CC=C1)NC(C1=C(C=CC(=C1)Br)O)=O)=O ((2S)-3-Biphenyl-4-yl-2-(5-bromo-2-hydroxy-benzoylamino)-propionic acid methyl ester), C(C1=CC=CC=C1)OC1=CC=C(CCl)C=C1 (4-benzyloxybenzyl chloride).